This data is from the Open Reaction Database (ORD), a public repository of structured organic reaction records. The task is: describe an organic reaction: reactants, conditions, products, and yield The yield is 106.9%. Run in CO (methanol), O (water). Product: NCC=1SC=C(C1)C#N (2-Aminomethyl-4-cyanothiophene). Run at temperature 15 celsius, time 2 hour. Reported procedure: 4-Cyanothiophene-2-carbaldehyde oxime 11.6 g (84.6 mmol) of 4-cyanothiophene-2-carbaldehyde were dissolved in 140 ml of methanol, and 12.3 g (116.1 mmol) of sodium carbonate were added. Then 6.5 [lacuna] (93.5 mmol) of hydroxylamine hydrochloride were added in portions while cooling at 15° C., and the mixture was stirred at 10° C. for 2 h. After addition of 80 ml of water, the reaction mixture was extracted five times with 50 ml of diethyl ether each time, the organic phase was dried over sodium... The reactants are C([O-])([O-])=O.[Na+].[Na+] (sodium carbonate), Cl.NO (hydroxylamine hydrochloride), C(#N)C=1C=C(SC1)C=NO (4-Cyanothiophene-2-carbaldehyde oxime), C(#N)C=1C=C(SC1)C=O (4-cyanothiophene-2-carbaldehyde). RXN SMILES: [C:1]([C:3]1[CH:4]=[C:5]([CH:8]=[N:9]O)[S:6][CH:7]=1)#[N:2].C(C1C=C(C=O)SC=1)#N.C(=O)([O-])[O-].[Na+].[Na+].Cl.NO>CO.O>[NH2:9][CH2:8][C:5]1[S:6][CH:7]=[C:3]([C:1]#[N:2])[CH:4]=1 |f:2.3.4,5.6|. Run at temperature 20 celsius, time 16 hour. Procedure details: A solution consisting of chroman-2-carbonyl chloride (1.13 g.) in dry methylene chloride (20 ml.) was added dropwise to a stirred suspension of 4-amino-6,7-dimethoxy-2-piperazinoquinazoline (1.38 g.) in dry methylene chloride (30 ml.) with ice bath cooling. The resulting reaction mixture was then stirred at room temperature (20° C.) overnight (approximately 16 hours), and the solid product so obtained was subsequently partitioned between aqueous sodium carbonate solution (30 ml., 1.0 N) and chlo... Isolated yield 29.2%. The product is NC1=NC(=NC2=CC(=C(C=C12)OC)OC)N1CCN(CC1)C(=O)C1OC2=CC=CC=C2CC1 (4-amino-2-[4-(chroman-2-carbonyl)piperazino]-6,7-dimethoxyquinazoline). The reactants are O1C(CCC2=CC=CC=C12)C(=O)Cl (chroman-2-carbonyl chloride), NC1=NC(=NC2=CC(=C(C=C12)OC)OC)N1CCNCC1 (4-amino-6,7-dimethoxy-2-piperazinoquinazoline). RXN SMILES: [O:1]1[C:10]2[C:5](=[CH:6][CH:7]=[CH:8][CH:9]=2)[CH2:4][CH2:3][CH:2]1[C:11](Cl)=[O:12].[NH2:14][C:15]1[C:24]2[C:19](=[CH:20][C:21]([O:27][CH3:28])=[C:22]([O:25][CH3:26])[CH:23]=2)[N:18]=[C:17]([N:29]2[CH2:34][CH2:33][NH:32][CH2:31][CH2:30]2)[N:16]=1>C(Cl)Cl>[NH2:14][C:15]1[C:24]2[C:19](=[CH:20][C:21]([O:27][CH3:28])=[C:22]([O:25][CH3:26])[CH:23]=2)[N:18]=[C:17]([N:29]2[CH2:34][CH2:33][N:32]([C:11]([CH:2]3[CH2:3][CH2:4][C:5]4[C:10](=[CH:9][CH:8]=[CH:7][CH:6]=4)[O:1]3)=[O:12])[CH2:31][CH2:30]2)[N:16]=1. Run in C(Cl)Cl (methylene chloride), C(Cl)Cl (methylene chloride). Reactants: CC1(OC(C(O1)=CC(=O)N(OC)CC1=CC(=C(C=C1)F)C)=O)C (2-(2,2-Dimethyl-5-oxo-[1,3]-dioxolan-4-ylidene)-N-(4-fluoro-3-methylbenzyl)-N-methoxy-acetamide), Compound 44-C. Run in CO (methanol). The product is COC(C(=CC(N(OC)CC1=CC(=C(C=C1)F)C)=O)O)=O (3-[(4-Fluoro-3-methyl-benzyl)-methoxy-carbamoyl]-2-hydroxy-acrylic acid methyl ester). Yield: 32.0%. As a reaction SMILES: C[C:2]1(C)[O:6][C:5](=[CH:7][C:8]([N:10]([CH2:13][C:14]2[CH:19]=[CH:18][C:17]([F:20])=[C:16]([CH3:21])[CH:15]=2)[O:11][CH3:12])=[O:9])[C:4](=[O:22])[O:3]1>CO>[CH3:2][O:3][C:4](=[O:22])[C:5]([OH:6])=[CH:7][C:8](=[O:9])[N:10]([CH2:13][C:14]1[CH:19]=[CH:18][C:17]([F:20])=[C:16]([CH3:21])[CH:15]=1)[O:11][CH3:12]. Reported procedure: 2-(2,2-Dimethyl-5-oxo-[1,3]-dioxolan-4-ylidene)-N-(4-fluoro-3-methylbenzyl)-N-methoxy-acetamide, prepared using the methods described in the previous examples, was treated with methanol as described in the preparation of Compound 44-C and gave the title ester as white crystals (32% yield); mp 60–62° C. 1HNMR 400 MHz (CDCl3) δ (ppm): 2.27 (3H, broad s, CH3), 3.70 (3H, s, OCH3), 3.90 (3H, s, OCH3), 4.76 (2H, s, NCH2), 6.46 (1H, s, CH), 6.96 (1H, m, aromatic), 7.12 (2H, m, aromatics). Anal. calcd f...